From a dataset of the Open Reaction Database (ORD), a public repository of structured organic reaction records. describe an organic reaction: reactants, conditions, products, and yield Starting materials: [CH-]1C=CC=C1.[CH-]1C=CC=C1.[Fe+2] (ferrocene), ClCCl (dichloromethane), O (water), O=C1C(O)=C(O)[C@H](O1)[C@@H](O)CO (ascorbic acid). The reagents and catalysts are FC(C(=O)OC(C(F)(F)F)=O)(F)F (trifluoroacetic anhydride), FC(C(=O)O)(F)F (trifluoroacetic acid). Conditions: time 16 hour. Yields the product [C-]1(C=CC=C1)C(CCCO)(CCCO)[C-]1C=CC=C1.[CH-]1C=CC=C1.[Fe+2].[CH-]1C=CC=C1.[Fe+2] (4,4-diferrocenylheptane-1,7-diol). The yield is 59.0%. As a reaction SMILES: [CH-:1]1[CH:5]=[CH:4][CH:3]=[CH:2]1.[CH-:6]1[CH:10]=[CH:9][CH:8]=[CH:7]1.[Fe+2:11].[OH2:12].O=[C:14]1[O:20][C@H:19]([C@H:21]([CH2:23]O)O)[C:17](O)=[C:15]1O.Cl[CH2:26]Cl>FC(F)(F)C(OC(=O)C(F)(F)F)=O.FC(F)(F)C(O)=O>[C-:1]1([C:19]([C-:6]2[CH:10]=[CH:9][CH:8]=[CH:7]2)([CH2:17][CH2:15][CH2:14][OH:20])[CH2:21][CH2:23][CH2:26][OH:12])[CH:5]=[CH:4][CH:3]=[CH:2]1.[CH-:1]1[CH:5]=[CH:4][CH:3]=[CH:2]1.[Fe+2:11].[CH-:1]1[CH:5]=[CH:4][CH:3]=[CH:2]1.[Fe+2:11] |f:0.1.2,8.9.10.11.12|. Procedure: Ten grams of ferrocene and 2.0 g. of I were dissolved in 40 ml of dichloromethane. To this was added a mixture of 6.6 g of trifluoroacetic anhydride and 8.0 g of trifluoroacetic acid as catalyst. The solution was mixed and allowed to stand at 25°C. A nitrogen atmosphere was maintained in the reaction vessel during mixing and during the subsequent reaction. After 16 hours, 100 ml of water was stirred with the brown colored reaction mixture and enough ascorbic acid was added to discharge the green... Reactants: CC1=C(NC2=C(C=CC=C12)NS(=O)(=O)C=1SC=CC1)C(=O)OCC (ethyl 3-methyl-7-[(2-thienylsulfonyl)amino]-1H-indole-2-carboxylate), [OH-].[Na+] (sodium hydroxide), O1CCCC1 (tetrahydrofuran). Solvent: C(C)O (ethanol). Run at temperature 60 celsius, time 3 hour. The product is CC1=C(NC2=C(C=CC=C12)NS(=O)(=O)C=1SC=CC1)C(=O)O (3-Methyl-7-[(2-thienylsulfonyl)amino]-1H-indole-2-carboxylic acid). Isolated yield 93.7%. RXN SMILES: [CH3:1][C:2]1[C:10]2[C:5](=[C:6]([NH:11][S:12]([C:15]3[S:16][CH:17]=[CH:18][CH:19]=3)(=[O:14])=[O:13])[CH:7]=[CH:8][CH:9]=2)[NH:4][C:3]=1[C:20]([O:22]CC)=[O:21].[OH-].[Na+].O1CCCC1>C(O)C>[CH3:1][C:2]1[C:10]2[C:5](=[C:6]([NH:11][S:12]([C:15]3[S:16][CH:17]=[CH:18][CH:19]=3)(=[O:14])=[O:13])[CH:7]=[CH:8][CH:9]=2)[NH:4][C:3]=1[C:20]([OH:22])=[O:21] |f:1.2|. Reported procedure: A mixture of ethyl 3-methyl-7-[(2-thienylsulfonyl)amino]-1H-indole-2-carboxylate (1.33 g), 8N aqueous sodium hydroxide solution (2.0 mL), tetrahydrofuran (5 mL) and ethanol (10 mL) was stirred at 60° C. for 3 hr. The reaction mixture was concentrated, and water was added to the residue. The mixture was acidified with 10% aqueous citric acid solution, and the resulting crystals were filtrated, washed with water, and dried to give the title compound (1.15 g, yield 94%) as colorless crystals. melti... The reactants are CN1CCC23c4c5ccc(OCCCN6C(=O)c7ccccc7C6=O)c4OC2C(O)C=CC3C1C5, CN, CCO. Yields the product CN1CCC23c4c5ccc(OCCCN)c4OC2C(O)C=CC3C1C5. As a reaction SMILES: [C:3]1(=[O:4])[N:7]([CH2:8][CH2:9][CH2:10][O:11][c:12]2[cH:13][cH:14][c:15]3[c:24]4[c:25]2[O:26][CH:22]2[CH:21]([OH:31])[CH:20]=[CH:19][CH:18]5[CH:17]([CH2:16]3)[N:29]([CH3:30])[CH2:28][CH2:27][C:23]524)[C:5](=[O:6])[c:32]2[cH:33][cH:34][cH:35][cH:36][c:37]21.[CH3:1][NH2:2].[CH3:38][CH2:39][OH:40]>>[NH2:7][CH2:8][CH2:9][CH2:10][O:11][c:12]1[cH:13][cH:14][c:15]2[c:24]3[c:25]1[O:26][CH:22]1[CH:21]([OH:31])[CH:20]=[CH:19][CH:18]4[CH:17]([CH2:16]2)[N:29]([CH3:30])[CH2:28][CH2:27][C:23]413. The reactants are C1CCOC1, COC(=O)COCC=CCN1C(=O)CCCC1C=O, [H-], [Na+], COP(=O)(CC(=O)Cc1ccccc1)OC. The product is COC(=O)COCC=CCN1C(=O)CCCC1C=CC(=O)Cc1ccccc1. As a reaction SMILES: [CH2:38]1[O:39][CH2:40][CH2:41][CH2:42]1.[CH3:19][O:20][C:21]([CH2:22][O:23][CH2:24][CH:25]=[CH:26][CH2:27][N:28]1[CH:29]([CH:35]=[O:36])[CH2:30][CH2:31][CH2:32][C:33]1=[O:34])=[O:37].[H-:1].[Na+:2].[O:3]=[C:4]([CH2:5][P:6](=[O:7])([O:8][CH3:9])[O:10][CH3:11])[CH2:12][c:13]1[cH:14][cH:15][cH:16][cH:17][cH:18]1>>[O:3]=[C:4]([CH:5]=[CH:35][CH:29]1[N:28]([CH2:27][CH:26]=[CH:25][CH2:24][O:23][CH2:22][C:21]([O:20][CH3:19])=[O:37])[C:33](=[O:34])[CH2:32][CH2:31][CH2:30]1)[CH2:12][c:13]1[cH:14][cH:15][cH:16][cH:17][cH:18]1.